describe an organic reaction: reactants, conditions, products, and yield From a dataset of the Open Reaction Database (ORD), a public repository of structured organic reaction records. Reactants: NC=1C=C(OC2=C3C(=NC=C2)NC(N3)=O)C=CC1 (7-(3-aminophenoxy)-1H-imidazo[4,5-b]-pyridin-2(3H)-one), FC(OC=1C=C(C=CC1)CC(=O)Cl)(F)F (2-(3-trifluoromethoxyphenyl)-acetyl chloride). Product: O=C1NC=2C(=NC=CC2OC=2C=C(C=CC2)NC(CC2=CC(=CC=C2)OC(F)(F)F)=O)N1 (N-(3-(2-oxo-2,3-dihydro-1H-imidazo[4,5-b]pyridin-7-yloxy)phenyl)-2-(3-trifluoromethoxyphenyl)acetamide). The yield is 23.5%. As a reaction SMILES: [NH2:1][C:2]1[CH:3]=[C:4]([CH:16]=[CH:17][CH:18]=1)[O:5][C:6]1[CH:11]=[CH:10][N:9]=[C:8]2[NH:12][C:13](=[O:15])[NH:14][C:7]=12.[F:19][C:20]([F:33])([F:32])[O:21][C:22]1[CH:23]=[C:24]([CH2:28][C:29](Cl)=[O:30])[CH:25]=[CH:26][CH:27]=1>>[O:15]=[C:13]1[NH:12][C:8]2=[N:9][CH:10]=[CH:11][C:6]([O:5][C:4]3[CH:3]=[C:2]([NH:1][C:29](=[O:30])[CH2:28][C:24]4[CH:25]=[CH:26][CH:27]=[C:22]([O:21][C:20]([F:32])([F:19])[F:33])[CH:23]=4)[CH:18]=[CH:17][CH:16]=3)=[C:7]2[NH:14]1. Procedure: Method H was used with 7-(3-aminophenoxy)-1H-imidazo[4,5-b]-pyridin-2(3H)-one and 2-(3-trifluoromethoxyphenyl)-acetyl chloride to afford the title compound (22 mg, 23.5%). 1H-NMR (δ, ppm, DMSO-d6): 3.71 (s, 2H, CH2), 6.43 (d, 1H, HPy,5, J=5.9 Hz), 6.83-6.86 (m, 1H, Harom), 7.24-7.47 (m, 8H, Harom), 7.78 (d, 1H, HPy,6, J=5.9 Hz), 10.37 (s, 1H, NHamide), 11.21 (s, 1H, NHPy7), 11.42 (s, 1H, NHPy9). LC-MS, tR=4.65 minutes, m/z: 445.04 (M+H)+, calculated for C21H16N4O4F3. HRMS (EI): m/z [M+H] calcula... Reactants: CC#N, O=C1Nc2cccnc2N(C(=O)Cl)c2ccccc21, NCCN1CCC(CCCN2CCCCC2)CC1. The product is O=C1Nc2cccnc2N(C(=O)NCCN2CCC(CCCN3CCCCC3)CC2)c2ccccc21. As a reaction SMILES: [CH3:38][C:39]#[N:40].[Cl:1][C:2](=[O:3])[N:4]1[c:5]2[c:6]([cH:16][cH:17][cH:18][n:19]2)[NH:7][C:8](=[O:15])[c:9]2[c:10]1[cH:11][cH:12][cH:13][cH:14]2.[N:20]1([CH2:26][CH2:27][CH2:28][CH:29]2[CH2:30][CH2:31][N:32]([CH2:35][CH2:36][NH2:37])[CH2:33][CH2:34]2)[CH2:21][CH2:22][CH2:23][CH2:24][CH2:25]1>>[C:2](=[O:3])([N:4]1[c:5]2[c:6]([cH:16][cH:17][cH:18][n:19]2)[NH:7][C:8](=[O:15])[c:9]2[c:10]1[cH:11][cH:12][cH:13][cH:14]2)[NH:37][CH2:36][CH2:35][N:32]1[CH2:31][CH2:30][CH:29]([CH2:28][CH2:27][CH2:26][N:20]2[CH2:21][CH2:22][CH2:23][CH2:24][CH2:25]2)[CH2:34][CH2:33]1. The solvent is ClCCCl (1,2-dichloroethane), CO (MeOH). Reagents/catalysts: CC1=CC(=C(C(=C1)C)N2CCN(C2=[Ru](=CC3=C(C=CC=C3)OC(C)C)(Cl)Cl)C4=C(C=C(C=C4C)C)C)C (Hoveyda-Grubbs catalyst 2nd generation). Yield: 119.0%. As a reaction SMILES: [CH2:1]([O:4][CH:5]([C:10]1[N:11]=[N:12][N:13]([CH2:15][C:16]2[CH:47]=[C:19]3[N:20]=[C:21]([CH3:46])[C:22]([C@H:35]([O:41][C:42]([CH3:45])([CH3:44])[CH3:43])[C:36]([O:38]CC)=[O:37])=[C:23]([N:24]4[CH2:29][CH2:28][C:27]([O:31][CH2:32][CH:33]=C)([CH3:30])[CH2:26][CH2:25]4)[N:18]3[N:17]=2)[CH:14]=1)[CH2:6][CH:7]([CH3:9])[CH3:8])[CH:2]=C.[OH-].[Na+]>ClCCCl.CC1C=C(C)C(N2C(=[Ru](Cl)(Cl)=CC3C=CC=CC=3OC(C)C)N(C3C(C)=CC(C)=CC=3C)CC2)=C(C)C=1.CO>[C:42]([O:41][C@@H:35]([C:22]1[C:21]([CH3:46])=[N:20][C:19]2=[CH:47][C:16]3=[N:17][N:18]2[C:23]=1[N:24]1[CH2:29][CH2:28][C:27]([CH3:30])([O:31][CH2:32][CH:33]=[CH:2][CH2:1][O:4][CH:5]([CH2:6][CH:7]([CH3:8])[CH3:9])[C:10]2[N:11]=[N:12][N:13]([CH:14]=2)[CH2:15]3)[CH2:26][CH2:25]1)[C:36]([OH:38])=[O:37])([CH3:45])([CH3:43])[CH3:44] |f:1.2|. Reactants: C(C=C)OC(CC(C)C)C=1N=NN(C1)CC1=NN2C(N=C(C(=C2N2CCC(CC2)(C)OCC=C)[C@@H](C(=O)OCC)OC(C)(C)C)C)=C1 ((2S)-ethyl 2-(2-((4-(1-(allyloxy)-3-methylbutyl)-1H-1,2,3-triazol-1-yl)methyl)-7-(4-(allyloxy)-4-methylpiperidin-1-yl)-5-methylpyrazolo[1,5-a]pyrimidin-6-yl)-2-(tert-butoxy)acetate), ester, [OH-].[Na+] (NaOH). Yields the product C(C)(C)(C)O[C@H](C(=O)O)C1=C2N3CCC(OCC=CCOC(C=4N=NN(CC5=NN2C(N=C1C)=C5)C4)CC(C)C)(CC3)C ((2S)-2-(tert-Butoxy)-2-[4,22-dimethyl-15-(2-methylpropyl)-16,21-dioxa-1,5,7,8,11,12,13-heptaazapentacyclo[20.2.2.16,9.111,14.02,7]octacosa-2,4,6(28),8,12,14(27),18-heptaen-3-yl]acetic acid). Procedure details: To a stirred solution of (2S)-ethyl 2-(2-((4-(1-(allyloxy)-3-methylbutyl)-1H-1,2,3-triazol-1-yl)methyl)-7-(4-(allyloxy)-4-methylpiperidin-1-yl)-5-methylpyrazolo[1,5-a]pyrimidin-6-yl)-2-(tert-butoxy)acetate (0.080 g, 0.123 mmol) in 1,2-dichloroethane (30 mL) was added Hoveyda-Grubbs catalyst 2nd generation (3.85 mg, 6.14 μmol) at 70° C. After 2 h at 75° C., the reaction mixture was filtered through a plug of silica gel (washed with 10 mL of EtOAC), concentrated and used in the next step without p... Run at time 2 hour. Reactants: ClC1=C(C=C(C=C1)Cl)C(C)=O (2',5'-dichloroacetophenone), COC(N(C)C)OC (N,N-dimethylformamide dimethyl acetal). Product: ClC1=C(C=C(C=C1)Cl)C(C=CN(C)C)=O (2',5'-dichloro-3-dimethylaminoacrylophenone). RXN SMILES: [Cl:1][C:2]1[CH:7]=[CH:6][C:5]([Cl:8])=[CH:4][C:3]=1[C:9](=[O:11])[CH3:10].CO[CH:14](OC)[N:15]([CH3:17])[CH3:16]>>[Cl:1][C:2]1[CH:7]=[CH:6][C:5]([Cl:8])=[CH:4][C:3]=1[C:9](=[O:11])[CH:10]=[CH:14][N:15]([CH3:17])[CH3:16]. Procedure: A mixture of 31.0 g of 2',5'-dichloroacetophenone and 25 ml of N,N-dimethylformamide dimethyl acetal was heated on a steam bath for 6 hours, then evaporated to dryness in vacuo. The residue was slurried with hexane, filtered, and gave 35.3 g of 2',5'-dichloro-3-dimethylaminoacrylophenone as orange crystals, mp 83°-85° C. Starting materials: CCOC(=O)c1cc(OC)c2c(Cl)cn(C3CC3)c2c1, C1CCOC1, CO. Product: COc1cc(C(=O)O)cc2c1c(Cl)cn2C1CC1. RXN SMILES: [CH2:1]([CH3:2])[O:3][C:4](=[O:5])[c:6]1[cH:7][c:8]([O:19][CH3:20])[c:9]2[c:10]([Cl:18])[cH:11][n:12]([CH:15]3[CH2:16][CH2:17]3)[c:13]2[cH:14]1.[CH2:23]1[O:24][CH2:25][CH2:26][CH2:27]1.[CH3:21][OH:22]>>[O:3]=[C:4]([OH:5])[c:6]1[cH:7][c:8]([O:19][CH3:20])[c:9]2[c:10]([Cl:18])[cH:11][n:12]([CH:15]3[CH2:16][CH2:17]3)[c:13]2[cH:14]1. Reaction SMILES: [C:1]1([SH:7])[CH:6]=[CH:5][CH:4]=[CH:3][CH:2]=1.[NH:8]([C:13]([O:15][CH2:16][C:17]1[CH:22]=[CH:21][CH:20]=[CH:19][CH:18]=1)=[O:14])[CH2:9][C:10]([OH:12])=[O:11]>ClCCl>[C:1]1([S:7][O:12][C:10](=[O:11])[CH2:9][NH:8][C:13]([O:15][CH2:16][C:17]2[CH:22]=[CH:21][CH:20]=[CH:19][CH:18]=2)=[O:14])[CH:6]=[CH:5][CH:4]=[CH:3][CH:2]=1. Procedure details: Using thiophenol and Z-Gly.OH, Example 78 was repeated; except that dichloromethane was used in place of ethyl acetate as the extraction solvent, to obtain N-benzyloxycarbonyl-glycine-phenythio ester (hereinafter represented by ##STR12## in a yield of 62%. Solvent: ClCCl (dichloromethane). The reactants are C1(=CC=CC=C1)S (thiophenol), N(CC(=O)O)C(=O)OCC1=CC=CC=C1 (Z-Gly). The yield is 62.0%. Yields the product C1(=CC=CC=C1)SOC(CNC(=O)OCC1=CC=CC=C1)=O (N-benzyloxycarbonyl-glycine-phenythio ester).